This data is from the Open Reaction Database (ORD), a public repository of structured organic reaction records. The task is: describe an organic reaction: reactants, conditions, products, and yield The reactants are CC1(CCSC2=CC(=CC=C12)C(=O)O)C (4,4-dimethyl-7-carboxythiochroman), OC1=CC=C(C(=O)OCC)C=C1 (ethyl 4-hydroxybenzoate), C1(CCCCC1)N=C=NC1CCCCC1 (1,3-dicyclohexylcarbodiimide). Reagents/catalysts: CN(C1=CC=NC=C1)C (4-dimethylaminopyridine). Run in C(Cl)Cl (methylene chloride). Run at time 120 hour. Product: CC1(CCSC2=CC(=CC=C12)C(=O)OC1=CC=C(C(=O)OCC)C=C1)C (Ethyl 4-(4,4-dimethyl-7-thiochromanoyloxy)benzoate). Reaction SMILES: [CH3:1][C:2]1([CH3:15])[C:11]2[C:6](=[CH:7][C:8]([C:12]([OH:14])=[O:13])=[CH:9][CH:10]=2)[S:5][CH2:4][CH2:3]1.O[C:17]1[CH:27]=[CH:26][C:20]([C:21]([O:23][CH2:24][CH3:25])=[O:22])=[CH:19][CH:18]=1.C1(N=C=NC2CCCCC2)CCCCC1>C(Cl)Cl.CN(C)C1C=CN=CC=1>[CH3:1][C:2]1([CH3:15])[C:11]2[C:6](=[CH:7][C:8]([C:12]([O:14][C:17]3[CH:27]=[CH:26][C:20]([C:21]([O:23][CH2:24][CH3:25])=[O:22])=[CH:19][CH:18]=3)=[O:13])=[CH:9][CH:10]=2)[S:5][CH2:4][CH2:3]1. Reported procedure: A solution of 103.5 mg (0.466 mmol) of 4,4-dimethyl-7-carboxythiochroman and 77.8 mg (0.468 mmol) of ethyl 4-hydroxybenzoate in 10 ml of methylene chloride was treated sequentially with 14.2 mg (0.116 mmol) of 4-dimethylaminopyridine and 96.9 mg (0.47 mmol) of 1,3-dicyclohexylcarbodiimide. The reaction mixture was stirred at room temperature for 120 hours and then filtered and the residue washed with 10 ml of methylene chloride. The filtrate was concentrated in-vacuo and the residue purified by ... The reactants are BrC1=CSC2=C1C=CC(=C2)Cl (3-bromo-6-chlorobenzothiophene), C(CCC)[Li] (n-butyllithium), CN1CCC(CC1)=O (1-methyl-4-piperidone). The yield is 27.9%. Procedure details: A solution of 0.82 mL (0.98 mMol) n-butyllithium in 5.0 mL diethyl ether was cooled to -78° C. under a nitrogen atmosphere. To this cooled solution was added a solution of 0.22 gm (0.89 mMol) 3-bromo-6-chlorobenzothiophene in 10.0 mL diethyl ether. The reaction mixture was stirred at -78° C. for 1 hour and then to it was added dropwise a solution of 0.12 mL (0.98 mMol) 1-methyl-4-piperidone in 5.0 mL and the reaction was stirred an additional 2 hours at -78° C., then was warmed to -20° C. over 5... Run in C(C)OCC (diethyl ether), C(C)OCC (diethyl ether). Reaction conditions: temperature -78 celsius, time 1 hour. Product: ClC1=CC2=C(C(=CS2)C2(CCN(CC2)C)O)C=C1 (6-chloro-3-(4-hydroxy-1-methylpiperidin-4-yl)benzothiophene). As a reaction SMILES: C([Li])CCC.Br[C:7]1[C:11]2[CH:12]=[CH:13][C:14]([Cl:16])=[CH:15][C:10]=2[S:9][CH:8]=1.[CH3:17][N:18]1[CH2:23][CH2:22][C:21](=[O:24])[CH2:20][CH2:19]1>C(OCC)C>[Cl:16][C:14]1[CH:13]=[CH:12][C:11]2[C:7]([C:21]3([OH:24])[CH2:22][CH2:23][N:18]([CH3:17])[CH2:19][CH2:20]3)=[CH:8][S:9][C:10]=2[CH:15]=1.